This data is from the Open Reaction Database (ORD), a public repository of structured organic reaction records. The task is: describe an organic reaction: reactants, conditions, products, and yield Starting materials: C(CCC(=O)O)(=O)O (succinic acid), C1(=CC=CC=C1)S(=O)(=O)CCC=1C=C2C(=CNC2=CC1)C[C@@H]1N(CCC1)C ((R)-5-(2-benzenesulphonylethyl)-3-(N-methylpyrrolidin-2-ylmethyl)-1H-indole), C(C)O (ethanol), C(C)O (ethanol). The product is C(CCC(=O)O)(=O)O.C1(=CC=CC=C1)S(=O)(=O)CCC=1C=C2C(=CNC2=CC1)C[C@@H]1N(CCC1)C.C1(=CC=CC=C1)S(=O)(=O)CCC=1C=C2C(=CNC2=CC1)C[C@@H]1N(CCC1)C ((R)-5-(2-Benzenesulphonylethyl)-3-(N-methylpyrrolidin-2-ylmethyl)-1H-indole hemisuccinate). Isolated yield 95.7%. Reaction SMILES: [C:1]([OH:8])(=[O:7])[CH2:2][CH2:3][C:4]([OH:6])=[O:5].[C:9]1([S:15]([CH2:18][CH2:19][C:20]2[CH:21]=[C:22]3[C:26](=[CH:27][CH:28]=2)[NH:25][CH:24]=[C:23]3[CH2:29][C@H:30]2[CH2:34][CH2:33][CH2:32][N:31]2[CH3:35])(=[O:17])=[O:16])[CH:14]=[CH:13][CH:12]=[CH:11][CH:10]=1.C(O)C>>[C:1]([OH:8])(=[O:7])[CH2:2][CH2:3][C:4]([OH:6])=[O:5].[C:9]1([S:15]([CH2:18][CH2:19][C:20]2[CH:21]=[C:22]3[C:26](=[CH:27][CH:28]=2)[NH:25][CH:24]=[C:23]3[CH2:29][C@H:30]2[CH2:34][CH2:33][CH2:32][N:31]2[CH3:35])(=[O:17])=[O:16])[CH:10]=[CH:11][CH:12]=[CH:13][CH:14]=1.[C:9]1([S:15]([CH2:18][CH2:19][C:20]2[CH:21]=[C:22]3[C:26](=[CH:27][CH:28]=2)[NH:25][CH:24]=[C:23]3[CH2:29][C@H:30]2[CH2:34][CH2:33][CH2:32][N:31]2[CH3:35])(=[O:17])=[O:16])[CH:10]=[CH:11][CH:12]=[CH:13][CH:14]=1 |f:3.4.5|. Reported procedure: A solution of succinic acid (95 mg) in ethanol (5 mL) was added to a solution of (R)-5-(2-benzenesulphonylethyl)-3-(N-methylpyrrolidin-2-ylmethyl)-1H-indole free base (620 mg) in ethanol (5 mL). The solution was evaporated to give the title compound as a foam (680 mg): [α]25D =+29° (methanol, c=0.10). Anal. Calcd for C22H26N2O2S. 0.5 C4H6O4. 0.33 C2H5OH. 0.5 H2O; C,63.59; H,6.9.2; N,6.01. Found: C,63.52; H,6.91; N,6.12. Product: C(C)(C)(C)OC(N[C@@H]1CC[C@@H](CC1)NC(=O)C1=CNC2=C1N=CN=C2C2=C(C=C(C=C2)F)OCC2CC2)=O (cis-(4-{[4-(2-Cyclopropylmethoxy-4-fluoro-phenyl)-5H-pyrrolo[3,2-d]pyrimidine-7-carbonyl]-amino}-cyclohexyl)-carbamic acid tert-butyl ester). As a reaction SMILES: [CH:1]1([CH2:4][O:5][C:6]2[CH:11]=[C:10]([F:12])[CH:9]=[CH:8][C:7]=2[C:13]2[C:14]3[NH:21][CH:20]=[C:19]([C:22]([OH:24])=O)[C:15]=3[N:16]=[CH:17][N:18]=2)[CH2:3][CH2:2]1.[C:25]([O:29][C:30](=[O:39])[NH:31][C@H:32]1[CH2:37][CH2:36][C@@H:35]([NH2:38])[CH2:34][CH2:33]1)([CH3:28])([CH3:27])[CH3:26]>>[C:25]([O:29][C:30](=[O:39])[NH:31][C@H:32]1[CH2:33][CH2:34][C@@H:35]([NH:38][C:22]([C:19]2[C:15]3[N:16]=[CH:17][N:18]=[C:13]([C:7]4[CH:8]=[CH:9][C:10]([F:12])=[CH:11][C:6]=4[O:5][CH2:4][CH:1]4[CH2:2][CH2:3]4)[C:14]=3[NH:21][CH:20]=2)=[O:24])[CH2:36][CH2:37]1)([CH3:28])([CH3:26])[CH3:27]. The reactants are C1(CC1)COC1=C(C=CC(=C1)F)C=1C2=C(N=CN1)C(=CN2)C(=O)O (4-(2-cyclopropylmethoxy-4-fluoro-phenyl)-5H-pyrrolo[3,2-d]pyrimidine-7-carboxylic acid), C(C)(C)(C)OC(N[C@@H]1CC[C@@H](CC1)N)=O (cis-(4-amino-cyclohexyl)-carbamic acid tert-butyl ester). Procedure: Starting from 4-(2-cyclopropylmethoxy-4-fluoro-phenyl)-5H-pyrrolo[3,2-d]pyrimidine-7-carboxylic acid (example A76) and cis-(4-amino-cyclohexyl)-carbamic acid tert-butyl ester the title compound is obtained as colorless solid. Reactants: C(#N)N=C(N)N (dicyandiamide), ClC=1C=C(C=CC1C)NC(=O)N(C)C (N-(3-chloro-4-methylphenyl)-N',N'-dimethylurea), C(C)(C)(C1=CC=CC=C1)OOC(C)(C)C (tert.butyl cumyl peroxide), CN(C1=CC=C(C=C1)C)C (N,N-dimethyl-p-toluidine), C1=CC=C2C(=C1)C(=O)NS2(=O)=O (o-benzoic sulphimide), P(OCC)(OCC)(=O)NN (diethyl phosphoro hydrazidate). The product is C(C(=C)C)(=O)OCC1CO1 (glycidyl methacrylate). As a reaction SMILES: C(N=C(N)N)#N.ClC1C=C(NC(N(C)C)=[O:17])C=CC=1C.[C:21]([O:30]OC(C)(C)C)([C:24]1[CH:29]=CC=C[CH:25]=1)(C)C.CN(C)C1C=CC(C)=CC=1.C1C=[C:50]2[C:52](NS(=O)(=O)[C:49]2=CC=1)=[O:53].P(NN)(=O)(OCC)OCC>>[C:21]([O:30][CH2:49][CH:50]1[O:53][CH2:52]1)(=[O:17])[C:24]([CH3:25])=[CH2:29]. Reported procedure: Mixure A (20.0 g) is mixed with dicyandiamide (0.4 g) and N-(3-chloro-4-methylphenyl)-N',N'-dimethylurea (0.4 g) and the mixture milled in a triple-roll mill until homogeneous. The milled product is then treated with tert.butyl cumyl peroxide (0.5 g), N,N-dimethyl-p-toluidine (0.1 g), o-benzoic sulphimide (0.1 g) and diethyl phosphoro hydrazidate (0.2 g) and mixed until homogeneous. The reactants are CN(C)c1ccncc1, CC(C)S(=O)(=O)Cl, CCN(C(C)C)C(C)C, Cc1ccc2c(Nc3cc(Cl)ccc3Oc3ccc(O)cc3)ccnc2n1, ClCCl. Product: Cc1ccc2c(Nc3cc(Cl)ccc3Oc3ccc(OS(=O)(=O)C(C)C)cc3)ccnc2n1. As a reaction SMILES: [CH3:44][N:45]([c:46]1[cH:47][cH:48][n:49][cH:50][cH:51]1)[CH3:52].[CH:28]([CH3:29])([CH3:30])[S:31](=[O:32])(=[O:33])[Cl:34].[CH:35]([N:36]([CH2:37][CH3:38])[CH:39]([CH3:40])[CH3:41])([CH3:42])[CH3:43].[Cl:1][c:2]1[cH:3][c:4]([NH:16][c:17]2[cH:18][cH:19][n:20][c:21]3[n:22][c:23]([CH3:27])[cH:24][cH:25][c:26]23)[c:5]([O:6][c:7]2[cH:8][cH:9][c:10]([OH:13])[cH:11][cH:12]2)[cH:14][cH:15]1.[Cl:53][CH2:54][Cl:55]>>[Cl:1][c:2]1[cH:3][c:4]([NH:16][c:17]2[cH:18][cH:19][n:20][c:21]3[n:22][c:23]([CH3:27])[cH:24][cH:25][c:26]23)[c:5]([O:6][c:7]2[cH:8][cH:9][c:10]([O:13][S:31]([CH:28]([CH3:29])[CH3:30])(=[O:32])=[O:33])[cH:11][cH:12]2)[cH:14][cH:15]1. Reactants: C(#N)C=1C(NC(=CC1)C1=C(C=C(C=C1)SC)OC)=O (3-cyano-6-(2-methoxy-4-methylthiophenyl)-2(1H)-pyridinone), ClC1=CC(=CC=C1)C(=O)OO (m-chloroperbenzoic acid). Run in ClCCl (dichloromethane). Yields the product C(#N)C=1C(NC(=CC1)C1=C(C=C(C=C1)S(=O)C)OC)=O (3-Cyano-6-(2-methoxy-4-methylsulphinylphenyl)-2(1H)-pyridinone). RXN SMILES: [C:1]([C:3]1[C:4](=[O:19])[NH:5][C:6]([C:9]2[CH:14]=[CH:13][C:12]([S:15][CH3:16])=[CH:11][C:10]=2[O:17][CH3:18])=[CH:7][CH:8]=1)#[N:2].ClC1C=CC=C(C(OO)=[O:28])C=1>ClCCl>[C:1]([C:3]1[C:4](=[O:19])[NH:5][C:6]([C:9]2[CH:14]=[CH:13][C:12]([S:15]([CH3:16])=[O:28])=[CH:11][C:10]=2[O:17][CH3:18])=[CH:7][CH:8]=1)#[N:2]. Procedure details: A solution of 3-cyano-6-(2-methoxy-4-methylthiophenyl)-2(1H)-pyridinone (1.24 g) in dichloromethane (500 ml) was treated with m-chloroperbenzoic acid (85%, 0.92 g). After 2 hours the solution was washed with sodium bicarbonate solution and evaporated to give the crude product (1.27 g, m.p. 239-241° C.). Purification by chromatography (silica, dichloromethane) followed by recrystallization from aqueous ethanol yielded the pure title compound, 0.81 g, m.p. 243-245° C. The reactants are CO, [O-]Cl, [I-], [Na+], [Na+], [Na+], [OH-], O=C(O)c1cccc(O)c1. The product is O=C(O)c1ccc(I)c(O)c1. As a reaction SMILES: [CH3:18][OH:19].[Cl:15][O-:16].[I-:4].[Na+:17].[Na+:2].[Na+:3].[OH-:1].[OH:5][C:6](=[O:7])[c:8]1[cH:9][cH:10][cH:11][c:12]([OH:13])[cH:14]1>>[I:4][c:11]1[cH:10][cH:9][c:8]([C:6]([OH:5])=[O:7])[cH:14][c:12]1[OH:13]. Starting materials: [Si](C)(C)(C(C)(C)C)O[C@@H](\C=N\[S@@](=O)C(C)(C)C)CO[Si](C)(C)C(C)(C)C ((S,E)-N-((S)-2,3-bis(tert-butyldimethylsilyloxy)propylidene)-2-methylpropane-2-sulfinamide), C1CCOC1 (THF), 3-(iodomethyl)-THF, C(C)(C)(C)[Li] (tert-butyllithium). Conditions: temperature -78 celsius, time 40 minute. The product is [Si](C)(C)(C(C)(C)C)O[C@@H]([C@H](CC1COCC1)N[S@@](=O)C(C)(C)C)CO[Si](C)(C)C(C)(C)C ((S)-N-((2S,3S)-3,4-bis(tert-butyldimethylsilyloxy)-1-(tetrahydrofuran-3-yl)butan-2-yl)-2-methylpropane-2-sulfinamide). As a reaction SMILES: [Si:1]([O:8][C@H:9]([CH2:18][O:19][Si:20]([C:23]([CH3:26])([CH3:25])[CH3:24])([CH3:22])[CH3:21])/[CH:10]=[N:11]/[S@:12]([C:14]([CH3:17])([CH3:16])[CH3:15])=[O:13])([C:4]([CH3:7])([CH3:6])[CH3:5])([CH3:3])[CH3:2].[C:27]([Li])([CH3:30])([CH3:29])[CH3:28].C1C[O:35][CH2:34]C1>>[Si:1]([O:8][C@H:9]([CH2:18][O:19][Si:20]([C:23]([CH3:26])([CH3:25])[CH3:24])([CH3:21])[CH3:22])[C@@H:10]([NH:11][S@:12]([C:14]([CH3:15])([CH3:16])[CH3:17])=[O:13])[CH2:28][CH:27]1[CH2:30][CH2:34][O:35][CH2:29]1)([C:4]([CH3:7])([CH3:5])[CH3:6])([CH3:3])[CH3:2]. Reported procedure: A solution of azeotropically dried (S,E)-N-((S)-2,3-bis(tert-butyldimethylsilyloxy)propylidene)-2-methylpropane-2-sulfinamide (2.3 g, 5 mmol) and 3-(iodomethyl)-THF (1 g, 7 mmol) in dry THF (10 mL) was brought to −78° C. followed by the dropwise addition of tert-butyllithium (6 mL, 11 mmol). A white precipitate was formed. The resulting solution was stirred at −78° C. for 40 min, quenched with sat NH4Cl and extracted with EtOAc. The combined organics were washed with brine, dried over Na2SO4, fi... Reactants: O=C([O-])[O-], CCOC(=O)C(Br)C1CCCCCC1, CCOC(C)=O, CN(C)C=O, Fc1cc2nc(-c3ccc(Cl)cc3)[nH]c2cc1F, [Cs+], [Cs+], O. Product: CCOC(=O)C(C1CCCCCC1)n1c(-c2ccc(Cl)cc2)nc2cc(F)c(F)cc21. RXN SMILES: [C:19](=[O:20])([O-:21])[O-:22].[CH2:25]([CH3:26])[O:27][C:28]([CH:29]([CH:30]1[CH2:31][CH2:32][CH2:33][CH2:34][CH2:35][CH2:36]1)[Br:37])=[O:38].[CH3:45][CH2:46][O:47][C:48](=[O:49])[CH3:50].[CH:40]([N:41]([CH3:42])[CH3:43])=[O:44].[Cl:1][c:2]1[cH:3][cH:4][c:5](-[c:8]2[n:9][c:10]3[c:11]([nH:12]2)[cH:13][c:14]([F:18])[c:15]([F:17])[cH:16]3)[cH:6][cH:7]1.[Cs+:23].[Cs+:24].[OH2:39]>>[Cl:1][c:2]1[cH:3][cH:4][c:5](-[c:8]2[n:9][c:10]3[c:11]([n:12]2[CH:29]([C:28]([O:27][CH2:25][CH3:26])=[O:38])[CH:30]2[CH2:31][CH2:32][CH2:33][CH2:34][CH2:35][CH2:36]2)[cH:13][c:14]([F:18])[c:15]([F:17])[cH:16]3)[cH:6][cH:7]1. Starting materials: CC(=O)O, CC(=O)OC(C)=O, Nc1cccc(C2=Nc3ccc(-c4ccc(F)cc4)cc3NC(=O)C2)c1. Product: CC(=O)Nc1cccc(C2=Nc3ccc(-c4ccc(F)cc4)cc3NC(=O)C2)c1. RXN SMILES: [C:34]([OH:35])(=[O:36])[CH3:37].[CH3:27][C:28](=[O:29])[O:30][C:31]([CH3:32])=[O:33].[NH2:1][c:2]1[cH:3][c:4]([C:8]2=[N:9][c:10]3[c:11]([cH:16][c:17](-[c:20]4[cH:21][cH:22][c:23]([F:26])[cH:24][cH:25]4)[cH:18][cH:19]3)[NH:12][C:13](=[O:15])[CH2:14]2)[cH:5][cH:6][cH:7]1>>[NH:1]([c:2]1[cH:3][c:4]([C:8]2=[N:9][c:10]3[c:11]([cH:16][c:17](-[c:20]4[cH:21][cH:22][c:23]([F:26])[cH:24][cH:25]4)[cH:18][cH:19]3)[NH:12][C:13](=[O:15])[CH2:14]2)[cH:5][cH:6][cH:7]1)[C:28]([CH3:27])=[O:29].